This data is from the Open Reaction Database (ORD), a public repository of structured organic reaction records. The task is: describe an organic reaction: reactants, conditions, products, and yield Reactants: CC(C)c1c(C(=O)O)c2cnc(Cl)cc2n1Cc1ccccc1, ClCCCl, CN(C)c1ccncc1, CCOC(C)=O, NCc1ccc(F)c(F)c1, CN(C)C=O. Product: CC(C)c1c(C(=O)NCc2ccc(F)c(F)c2)c2cnc(Cl)cc2n1Cc1ccccc1. RXN SMILES: [CH2:1]([c:2]1[cH:3][cH:4][cH:5][cH:6][cH:7]1)[n:8]1[c:9]([CH:21]([CH3:22])[CH3:23])[c:10]([C:18](=[O:19])[OH:20])[c:11]2[cH:12][n:13][c:14]([Cl:17])[cH:15][c:16]12.[CH2:34]([Cl:35])[CH2:36][Cl:37].[CH3:43][N:44]([c:45]1[cH:46][cH:47][n:48][cH:49][cH:50]1)[CH3:51].[CH3:52][CH2:53][O:54][C:55]([CH3:56])=[O:57].[F:24][c:25]1[cH:26][c:27]([CH2:28][NH2:29])[cH:30][cH:31][c:32]1[F:33].[O:38]=[CH:39][N:40]([CH3:41])[CH3:42]>>[CH2:1]([c:2]1[cH:3][cH:4][cH:5][cH:6][cH:7]1)[n:8]1[c:9]([CH:21]([CH3:22])[CH3:23])[c:10]([C:18](=[O:19])[NH:29][CH2:28][c:27]2[cH:26][c:25]([F:24])[c:32]([F:33])[cH:31][cH:30]2)[c:11]2[cH:12][n:13][c:14]([Cl:17])[cH:15][c:16]12. Starting materials: CCOC(C)=O, CCO, OCCCCC#Cc1cccnc1. Yields the product OCCCCC=Cc1cccnc1. Reaction SMILES: [CH3:14][CH2:15][O:16][C:17](=[O:18])[CH3:19].[CH3:20][CH2:21][OH:22].[n:1]1[cH:2][c:3]([C:7]#[C:8][CH2:9][CH2:10][CH2:11][CH2:12][OH:13])[cH:4][cH:5][cH:6]1>>[n:1]1[cH:2][c:3]([CH:7]=[CH:8][CH2:9][CH2:10][CH2:11][CH2:12][OH:13])[cH:4][cH:5][cH:6]1.